This data is from the Open Reaction Database (ORD), a public repository of structured organic reaction records. The task is: describe an organic reaction: reactants, conditions, products, and yield Starting materials: C[Li] (methyllithium), [Cl-].[Cl-].C1(C=CC=C1)[Zr+2]C1C=CC=C1 (biscyclopentadienylzirconium dichloride). Run in CCCCCC (hexane). Conditions: temperature 0 celsius, time 30 minute. Product: C1(C=CC=C1)[Zr]C1C=CC=C1 (biscyclopentadienylzirconium). Reaction SMILES: [Cl-].[Cl-].[CH:3]1([Zr+2:8][CH:9]2[CH:13]=[CH:12][CH:11]=[CH:10]2)[CH:7]=[CH:6][CH:5]=[CH:4]1.C[Li]>CCCCCC>[CH:9]1([Zr:8][CH:3]2[CH:7]=[CH:6][CH:5]=[CH:4]2)[CH:10]=[CH:11][CH:12]=[CH:13]1 |f:0.1.2|. Procedure: Into a 300 ml round bottom flask, 7.5 g of commercially available biscyclopentadienylzirconium dichloride was introduced, and the interior of the flask was thoroughly flushed with nitrogen. Then, 120 ml of ethyl ether was added thereto at -20° C. to obtain a slurry. To this slurry, 32 ml of a hexane solution of methyllithium (1.6M) was gradually added at -20° C, and the mixture was stirred at 0° C for 30 minutes. Then, the solvent was evaporated, and the remained solid was sublimed and purified ...